Dataset: the Open Reaction Database (ORD), a public repository of structured organic reaction records. Task: describe an organic reaction: reactants, conditions, products, and yield Reactants: COC=1C=C(C=CC1)C12CNCC2CC1=O (5-(m-methoxyphenyl)-3-azabicyclo[3.2.0]heptan-6-one), dimethyl acetal, BrCCC1=CC=CC=C1 (1-bromo-2-phenylethane), C([O-])([O-])=O.[Na+].[Na+] (sodium carbonate). Run in C1(=CC=CC=C1)C (toluene). The product is C(CC1=CC=CC=C1)N1CC2CC(C2(C1)C1=CC(=CC=C1)OC)=O (3-phenethyl-5-(m-methoxyphenyl)-3-azabicyclo[3.2.0]heptan-6-one), dimethyl acetal. Reaction SMILES: [CH3:1][O:2][C:3]1[CH:4]=[C:5]([C:9]23[C:15](=[O:16])[CH2:14][CH:13]2[CH2:12][NH:11][CH2:10]3)[CH:6]=[CH:7][CH:8]=1.Br[CH2:18][CH2:19][C:20]1[CH:25]=[CH:24][CH:23]=[CH:22][CH:21]=1.C(=O)([O-])[O-].[Na+].[Na+]>C1(C)C=CC=CC=1>[CH2:18]([N:11]1[CH2:10][C:9]2([C:5]3[CH:6]=[CH:7][CH:8]=[C:3]([O:2][CH3:1])[CH:4]=3)[CH:13]([CH2:14][C:15]2=[O:16])[CH2:12]1)[CH2:19][C:20]1[CH:25]=[CH:24][CH:23]=[CH:22][CH:21]=1 |f:2.3.4|. Procedure details: In the manner of Example 9, 5-(m-methoxyphenyl)-3-azabicyclo[3.2.0]heptan-6-one, dimethyl acetal can be reacted with 1-bromo-2-phenylethane and sodium carbonate in toluene to give 3-phenethyl-5-(m-methoxyphenyl)-3-azabicyclo[3.2.0]heptan-6-one, dimethyl acetal. Starting materials: NC=1C=C2C(=CNC2=CC1)CC#N (5-amino-1H-indole-3-acetonitrile), ClC(=O)OC (methyl chloroformate). Run in CN(C=O)C (dimethylformamide). Product: COC(NC=1C=C2C(=CNC2=CC1)CC#N)=O (Methyl[3-(cyanomethyl)-1H-indol-5-yl]carbamate). As a reaction SMILES: [NH2:1][C:2]1[CH:3]=[C:4]2[C:8](=[CH:9][CH:10]=1)[NH:7][CH:6]=[C:5]2[CH2:11][C:12]#[N:13].Cl[C:15]([O:17][CH3:18])=[O:16]>CN(C)C=O>[CH3:18][O:17][C:15](=[O:16])[NH:1][C:2]1[CH:3]=[C:4]2[C:8](=[CH:9][CH:10]=1)[NH:7][CH:6]=[C:5]2[CH2:11][C:12]#[N:13]. Reported procedure: Following the method of Example 4(i), 5-amino-1H-indole-3-acetonitrile (0.8 g) in dimethylformamide (10 ml) was reacted with methyl chloroformate (0.5 ml) to give the title compound (0.44 g) as a white solid m.p. 146°-8° after column chromatography (Kieselgel 60, 100 g) eluted with ether. Starting materials: ClCCl, CSc1nc(-c2ccccc2)cs1, O=C(OO)c1cccc(Cl)c1, c1cscn1. Product: CS(=O)c1nc(-c2ccccc2)cs1. As a reaction SMILES: [CH2:30]([Cl:31])[Cl:32].[CH3:1][S:2][c:3]1[s:4][cH:5][c:6](-[c:8]2[cH:9][cH:10][cH:11][cH:12][cH:13]2)[n:7]1.[Cl:14][c:15]1[cH:16][c:17]([C:22](=[O:19])[O:23][OH:24])[cH:18][cH:20][cH:21]1.[cH:25]1[n:26][cH:27][s:28][cH:29]1>>[CH3:1][S:2]([c:3]1[s:4][cH:5][c:6](-[c:8]2[cH:9][cH:10][cH:11][cH:12][cH:13]2)[n:7]1)=[O:19]. Solvent: O.C1=CC=CC=C1 (water benzene). Reported procedure: 1,3-Bis(2-chloro-α,α,α-trifluoro-p-tolyloxy)benzene (12 g. 0.0255 mole) is added to a mixture of concentrated nitric acid (12 g.) and sulfuric acid (15 g.) at 5° C. The temperature is then allowed to rise to 25°-30° C. with manual stirring and mild ice bath cooling and after 10-20 minutes, the oil solidifies. The mixture is taken up in water/benzene (400 ml)/hexane (400 ml) and the organic phase is washed with water, dried, filtered through activated silica gel (~20 g.), and the solvents removed... Reactants: ClC1=C(C=CC(=C1)OC1=CC(=CC=C1)OC1=CC(=C(C=C1)C(F)(F)F)Cl)C(F)(F)F (1,3-Bis(2-chloro-α,α,α-trifluoro-p-tolyloxy)benzene), [N+](=O)(O)[O-] (nitric acid), S(O)(O)(=O)=O (sulfuric acid), CCCCCC (hexane). The product is ClC1=C(C=CC(=C1)OC1=CC(=C(C=C1)[N+](=O)[O-])OC1=CC(=C(C=C1)C(F)(F)F)Cl)C(F)(F)F (1,3-bis(2-chloro-α,α,α-trifluoro-p-tolyloxy)-4-nitrobenzene). RXN SMILES: [Cl:1][C:2]1[CH:7]=[C:6]([O:8][C:9]2[CH:14]=[CH:13][CH:12]=[C:11]([O:15][C:16]3[CH:21]=[CH:20][C:19]([C:22]([F:25])([F:24])[F:23])=[C:18]([Cl:26])[CH:17]=3)[CH:10]=2)[CH:5]=[CH:4][C:3]=1[C:27]([F:30])([F:29])[F:28].[N+:31]([O-])([OH:33])=[O:32].S(=O)(=O)(O)O.CCCCCC>O.C1C=CC=CC=1>[Cl:1][C:2]1[CH:7]=[C:6]([O:8][C:9]2[CH:14]=[CH:13][C:12]([N+:31]([O-:33])=[O:32])=[C:11]([O:15][C:16]3[CH:21]=[CH:20][C:19]([C:22]([F:23])([F:24])[F:25])=[C:18]([Cl:26])[CH:17]=3)[CH:10]=2)[CH:5]=[CH:4][C:3]=1[C:27]([F:30])([F:28])[F:29] |f:4.5|.